From a dataset of the Open Reaction Database (ORD), a public repository of structured organic reaction records. describe an organic reaction: reactants, conditions, products, and yield The reactants are O=C([O-])[O-], COC(=O)C1(O)CCN(Cc2ccccc2)CC1, Clc1cccnc1Cl, [K+], [K+], CN(C)C=O. Yields the product COC(=O)C1(O)CCN(c2ncccc2Cl)CC1. RXN SMILES: [C:27](=[O:28])([O-:29])[O-:30].[CH2:1]([c:2]1[cH:3][cH:4][cH:5][cH:6][cH:7]1)[N:8]1[CH2:9][CH2:10][C:11]([C:14](=[O:15])[O:16][CH3:17])([OH:18])[CH2:12][CH2:13]1.[Cl:19][c:20]1[n:21][cH:22][cH:23][cH:24][c:25]1[Cl:26].[K+:31].[K+:32].[O:33]=[CH:34][N:35]([CH3:36])[CH3:37]>>[N:8]1([c:20]2[n:21][cH:22][cH:23][cH:24][c:25]2[Cl:26])[CH2:9][CH2:10][C:11]([C:14](=[O:15])[O:16][CH3:17])([OH:18])[CH2:12][CH2:13]1. Reactants: C(C1=CC=CC=C1)OC(=O)C=1C=C(C=CC1)NC(NCC(=O)N1C(C(=O)OC(C)(C)C)CCC1C1=CC=CC=C1)=O (tert-butyl (2RS,5SR)-1-{2-[3-(3-benzyloxycarbonylphenyl)-ureido]acetyl}-5-phenylprolinate). The reagents and catalysts are [Pd] (palladium on charcoal). The solvent is C(C)O (ethanol). Product: C(C)(C)(C)OC(=O)C1N(C(CC1)C1=CC=CC=C1)C(CNC(NC=1C=C(C(=O)O)C=CC1)=O)=O ((2RS,5RS)-3-{3-[2-(2-tert-butoxycarbonyl-5-phenyl-1-pyrrolidinyl)-2-oxoethyl]ureido}benzoic acid). Yield: 83.0%. As a reaction SMILES: C([O:8][C:9]([C:11]1[CH:12]=[C:13]([NH:17][C:18](=[O:41])[NH:19][CH2:20][C:21]([N:23]2[CH:34]([C:35]3[CH:40]=[CH:39][CH:38]=[CH:37][CH:36]=3)[CH2:33][CH2:32][CH:24]2[C:25]([O:27][C:28]([CH3:31])([CH3:30])[CH3:29])=[O:26])=[O:22])[CH:14]=[CH:15][CH:16]=1)=[O:10])C1C=CC=CC=1>[Pd].C(O)C>[C:28]([O:27][C:25]([CH:24]1[CH2:32][CH2:33][CH:34]([C:35]2[CH:40]=[CH:39][CH:38]=[CH:37][CH:36]=2)[N:23]1[C:21](=[O:22])[CH2:20][NH:19][C:18](=[O:41])[NH:17][C:13]1[CH:12]=[C:11]([CH:16]=[CH:15][CH:14]=1)[C:9]([OH:10])=[O:8])=[O:26])([CH3:31])([CH3:29])[CH3:30]. Reported procedure: The operation is carried out in a fashion similar to that described in Example 100, but starting from 10.2 g of tert-butyl (2RS,5SR)-1-{2-[3-(3-benzyloxycarbonylphenyl)-ureido]acetyl}-5-phenylprolinate and 1 g of 5% palladium on charcoal in 300 cm3 of ethanol. After treatment, 7.1 g of (2RS,5RS)-3-{3-[2-(2-tert-butoxycarbonyl-5-phenyl-1-pyrrolidinyl)-2-oxoethyl]ureido}benzoic acid, melting at 236° C., are obtained. Reactants: aldehyde, O-methoxyamine-HCl, [OH-].[Na+] (NaOH), C(#N)C1=CC=2C3=C(NC2C=C1)CC(C3)NC(C(C)C)=O ((±)-N-[7-cyano-1,2,3,4-tetrahydro-cyclopenta[b]indol-2-yl]-isobutyramide), 1/10, CO (MeOH). The reagents and catalysts are Al Ni, Al Ni. The solvent is O (water), O (water). Run at time 18 hour. The product is CON=CC1=CC=2C3=C(NC2C=C1)CC(C3)NC(C(C)C)=O ((±)-N-[7-(Methoxyimino-methyl)-1,2,3,4-tetrahydro-cyclopenta[b]indol-2-yl]-isobutyramide). Reaction SMILES: [C:1]([C:3]1[CH:11]=[CH:10][C:9]2[NH:8][C:7]3[CH2:12][CH:13]([NH:15][C:16](=[O:20])[CH:17]([CH3:19])[CH3:18])[CH2:14][C:6]=3[C:5]=2[CH:4]=1)#[N:2].[OH-:21].[Na+].[CH3:23]O>O>[CH3:23][O:21][N:2]=[CH:1][C:3]1[CH:11]=[CH:10][C:9]2[NH:8][C:7]3[CH2:12][CH:13]([NH:15][C:16](=[O:20])[CH:17]([CH3:18])[CH3:19])[CH2:14][C:6]=3[C:5]=2[CH:4]=1 |f:1.2|. Procedure: Mix (±)-N-[7-cyano-1,2,3,4-tetrahydro-cyclopenta[b]indol-2-yl]-isobutyramide (5 g, 18.7 mmol) and Al—Ni catalyst (15 g) in water/96% formic acid, 1/10 (110 mL). Reflux for 18 h, add Al—Ni catalyst (13 g) and reflux another 5 h. Cool and dilute with MeOH and filter off the inorganics. Concentrate the filtrate, add EtOH (200 mL) and sonicate for 15 min. Filter insoluble material and to the crude aldehyde solution add O-methoxyamine-HCl (120 mmol) dissolved in water (25 mL) and make the mixture bas... The reactants are intermediate 19, O(C1=CC=CC=C1)C=1C=C(C=CC1)O (3-phenoxy-phenol), COC(C(CC1CCCC1)Br)=O (2-bromo-3-cyclopentyl-propionic acid methyl ester), ClC=1C(N(N=CC1Cl)C1OCCCC1)=O (4,5-dichloro-2-(tetrahydropyran-2-yl)-2H-pyridazin-3-one), ClC=1C(N(N=CC1Cl)C1OCCCC1)=O (4,5-dichloro-2-(tetrahydropyran-2-yl)-2H-pyridazin-3-one), COC(C(CC1CCCC1)Br)=O (2-bromo-3-cyclopentyl-propionic acid methyl ester). Product: C1(CCCC1)CC(C(=O)O)N1N=CC(=CC1=O)OC1=CC(=CC=C1)OC1=CC=CC=C1 (3-cyclopentyl-2-[6-oxo-4-(3-phenoxy-phenoxy)-6H-pyridazin-1-yl]-propionic acid). Isolated yield 66.0%. RXN SMILES: Cl[C:2]1[C:3](=[O:15])[N:4](C2CCCCO2)[N:5]=[CH:6][C:7]=1Cl.[O:16]([C:23]1[CH:24]=[C:25]([OH:29])[CH:26]=[CH:27][CH:28]=1)[C:17]1[CH:22]=[CH:21][CH:20]=[CH:19][CH:18]=1.C[O:31][C:32](=[O:41])[CH:33](Br)[CH2:34][CH:35]1[CH2:39][CH2:38][CH2:37][CH2:36]1>>[CH:35]1([CH2:34][CH:33]([N:4]2[C:3](=[O:15])[CH:2]=[C:7]([O:29][C:25]3[CH:26]=[CH:27][CH:28]=[C:23]([O:16][C:17]4[CH:18]=[CH:19][CH:20]=[CH:21][CH:22]=4)[CH:24]=3)[CH:6]=[N:5]2)[C:32]([OH:31])=[O:41])[CH2:39][CH2:38][CH2:37][CH2:36]1. Procedure details: In an analogous manner to the stepwise sequence outlined in intermediate 19, starting from 4,5-dichloro-2-(tetrahydropyran-2-yl)-2H-pyridazin-3-one (Intermediate 20) and 3-phenoxy-phenol and alkylating with 2-bromo-3-cyclopentyl-propionic acid methyl ester (Intermediate 10) afforded 3-cyclopentyl-2-[6-oxo-4-(3-phenoxy-phenoxy)-6H-pyridazin-1-yl]-propionic acid (9.0 g, 66%); LC-MS [M+H+]=421; purity>97%, HPLC conditions: C18 column 4.6×112 mm, 5 μm, 1.0 mL/min, acetonitrile (0.1% trifluoroacetic ... Starting materials: N[C@]1(C(N(CC1)C)=O)CC#CC1=NC(=CC(=N1)C)C1=CC=C(C=C1)C(F)(F)F ((3R)-3-amino-1-methyl-3-[3-[4-methyl-6-[4-(trifluoromethyl)phenyl]pyrimidin-2-yl]prop-2-ynyl]pyrrolidin-2-one). Reagents/catalysts: C(F)(F)(F)S(=O)(=O)[O-].[Ag+] (AgOTf), FC(S(=O)(=O)[O-])(F)F.[Ag+] (Silver trifluoromethanesulphonate). Solvent: CC#N (MeCN). Conditions: temperature 40 celsius, time 18 hour. The product is CN1C([C@@]2(CCC(=N2)C2=NC(=CC(=N2)C)C2=CC=C(C=C2)C(F)(F)F)CC1)=O ((5R)-7-Methyl-2-[4-methyl-6-[4-(trifluoromethyl)phenyl]pyrimidin-2-yl]-1,7-diazaspiro[4.4]non-1-en-6-one). Yield: 105.0%. As a reaction SMILES: [NH2:1][C@:2]1([CH2:9][C:10]#[C:11][C:12]2[N:17]=[C:16]([CH3:18])[CH:15]=[C:14]([C:19]3[CH:24]=[CH:23][C:22]([C:25]([F:28])([F:27])[F:26])=[CH:21][CH:20]=3)[N:13]=2)[CH2:6][CH2:5][N:4]([CH3:7])[C:3]1=[O:8]>CC#N.FC(F)(F)S([O-])(=O)=O.[Ag+]>[CH3:7][N:4]1[CH2:5][CH2:6][C@@:2]2([N:1]=[C:11]([C:12]3[N:17]=[C:16]([CH3:18])[CH:15]=[C:14]([C:19]4[CH:20]=[CH:21][C:22]([C:25]([F:28])([F:27])[F:26])=[CH:23][CH:24]=4)[N:13]=3)[CH2:10][CH2:9]2)[C:3]1=[O:8] |f:2.3|. Procedure details: Silver trifluoromethanesulphonate (22.69 mg, 0.09 mmol) was added to a solution of (3R)-3-amino-1-methyl-3-[3-[4-methyl-6-[4-(trifluoromethyl)phenyl]pyrimidin-2-yl]prop-2-ynyl]pyrrolidin-2-one (which may be prepared as described in Description 14) (343 mg, 0.88 mmol) in MeCN (20 mL) at 20° C. and the reaction was stirred for 18 hrs. The reaction was heated to 40° C. and stirring was continued for 3 days. Additional AgOTf (10 mol %) was added and stirring was continued at 40° C. for 18 hrs. The s... Reactants: CON=CC1=CC=C(C=C1)NC(C)=O (4-acetamidobenzaldehyde O-methyloxime), C(#N)[BH3-].[Na+] (sodium cyanoborohydride), compound 3-B. The product is C(C)(=O)NC1=CC=C(CNOC)C=C1 (N-4-Acetamidobenzyl-O-methyl-hydroxylamine), solid. Yield: 100.0%. As a reaction SMILES: [CH3:1][O:2][N:3]=[CH:4][C:5]1[CH:10]=[CH:9][C:8]([NH:11][C:12](=[O:14])[CH3:13])=[CH:7][CH:6]=1.C([BH3-])#N.[Na+]>>[C:12]([NH:11][C:8]1[CH:9]=[CH:10][C:5]([CH2:4][NH:3][O:2][CH3:1])=[CH:6][CH:7]=1)(=[O:14])[CH3:13] |f:1.2|. Procedure details: Reduction of 4-acetamidobenzaldehyde O-methyloxime with sodium cyanoborohydride as described in the preparation of compound 3-B gave the title hydroxylamine as a waxy solid (100% yield). 1HNMR 400 MHz (CDCl3) δ (ppm): 2.16 (3H, s, CH3), 3.49 (3H, s, OCH3), 4.00 (2H, s, NCH2), 7.26 (1H, broad s, NH), 7.29 (2H, m, aromatics), 7.46 (2H, m, aromatics). The hydrochloride salt was obtained as a white solid: mp 186-188° C. (dec.). Anal. calcd. for C10H14N2O2—HCl—H2O: C, 50.87; H, 6.66; N, 11.87. Found:...